From a dataset of the Open Reaction Database (ORD), a public repository of structured organic reaction records. describe an organic reaction: reactants, conditions, products, and yield Reactants: S(=O)(Cl)Cl (thionyl chloride), NCCCCC(=O)O (5-aminopentanoic acid), C(C)O (ethanol). Product: Cl.NCCCCC(=O)OCC (ethyl 5-aminopentanoate hydrochloride). RXN SMILES: S(Cl)([Cl:3])=O.[NH2:5][CH2:6][CH2:7][CH2:8][CH2:9][C:10]([OH:12])=[O:11].[CH2:13](O)[CH3:14]>>[ClH:3].[NH2:5][CH2:6][CH2:7][CH2:8][CH2:9][C:10]([O:12][CH2:13][CH3:14])=[O:11] |f:3.4|. Procedure details: To 100 ml of absolute ethanol, stirred under a dry nitrogen atmosphere and cooled in an ice bath, was added 12.0 ml (167 mmole) of thionyl chloride, followed by 10.0 gm (85.3 mmole) of 5-aminopentanoic acid. The mixture was heated at reflux for 18 hours, cooled and concentrated in vacuo to a sticky solid. The crude ester was triturated with 150 ml of diethyl ether, and the resultant fluffy white solid was collected, washed thoroughly with diethyl ether, and dried in vacuo over potassium hydroxid... Starting materials: CO (methanol), [OH-].[K+] (potassium hydroxide), C(F)(F)(C(F)(F)C(F)(F)C(F)(F)C(F)(F)C(F)(F)C(F)(F)C(F)(F)F)I (C8F17I). The reagents and catalysts are [Br-].C(CCC)[P+](CCCC)(CCCC)CCCC (tetrabutylphosphonium bromide). Run in O (water). Reaction conditions: time 1 hour. Product: C(F)(F)C(F)(F)C(F)(F)C(F)(F)C(F)(F)C(F)(F)C(F)(F)C(F)(F)F (C8F17H). The yield is 93.8%. RXN SMILES: CO.[OH-].[K+].[C:5](I)([C:8]([C:11]([C:14]([C:17]([C:20]([C:23]([C:26]([F:29])([F:28])[F:27])([F:25])[F:24])([F:22])[F:21])([F:19])[F:18])([F:16])[F:15])([F:13])[F:12])([F:10])[F:9])([F:7])[F:6]>[Br-].C([P+](CCCC)(CCCC)CCCC)CCC.O>[CH:5]([C:8]([C:11]([C:14]([C:17]([C:20]([C:23]([C:26]([F:27])([F:28])[F:29])([F:24])[F:25])([F:21])[F:22])([F:19])[F:18])([F:16])[F:15])([F:13])[F:12])([F:10])[F:9])([F:7])[F:6] |f:1.2,4.5|. Procedure details: Into a 1 l four-necked flask equipped with a stirrer, a reflux condenser, a dropping funnel and a thermometer, 250 cc of methanol and 3 g of tetrabutylphosphonium bromide and 74.3 g (1.1 mols) of 85% potassium hydroxide were charged. The reactor was heated to bring the internal temperature to 60° C. Then, 273 g (0.5 mol) of C8F17I was dropwise added thereto over a period of one hour. After completion of the dropwise addition, heating and refluxing were continued for 8 hours. The conversion at th...